From a dataset of the Open Reaction Database (ORD), a public repository of structured organic reaction records. describe an organic reaction: reactants, conditions, products, and yield The reactants are O=C([O-])[O-], C=CCBr, CC(C)=O, Oc1ccc(F)cc1, [K+], [K+], O. Yields the product C=CCOc1ccc(F)cc1. RXN SMILES: [C:13](=[O:14])([O-:15])[O-:16].[CH2:9]([CH:10]=[CH2:11])[Br:12].[CH3:19][C:20](=[O:21])[CH3:22].[F:1][c:2]1[cH:3][cH:4][c:5]([OH:8])[cH:6][cH:7]1.[K+:17].[K+:18].[OH2:23]>>[F:1][c:2]1[cH:3][cH:4][c:5]([O:8][CH2:11][CH:10]=[CH2:9])[cH:6][cH:7]1. Reactants: Cc1cc(Br)cc(C)c1N, C1CCOC1, [Li]CCCC, CC1=C(C)C([Si](C)(C)Cl)C(C)=C1C. Product: CC1=C(C)C([Si](C)(C)Nc2c(C)cc(Br)cc2C)C(C)=C1C. RXN SMILES: [Br:1][c:2]1[cH:3][c:4]([CH3:10])[c:5]([NH2:6])[c:7]([CH3:9])[cH:8]1.[CH2:29]1[O:30][CH2:31][CH2:32][CH2:33]1.[CH3:11][CH2:12][CH2:13][CH2:14][Li:15].[Cl:16][Si:17]([CH:18]1[C:19]([CH3:26])=[C:20]([CH3:25])[C:21]([CH3:24])=[C:22]1[CH3:23])([CH3:27])[CH3:28]>>[Br:1][c:2]1[cH:3][c:4]([CH3:10])[c:5]([NH:6][Si:17]([CH:18]2[C:19]([CH3:26])=[C:20]([CH3:25])[C:21]([CH3:24])=[C:22]2[CH3:23])([CH3:27])[CH3:28])[c:7]([CH3:9])[cH:8]1.